Dataset: the Open Reaction Database (ORD), a public repository of structured organic reaction records. Task: describe an organic reaction: reactants, conditions, products, and yield Reactants: CC(C)CNc1cc(NC(=O)OC(C)(C)C)c(N)cc1C(F)(F)F, CC(C)(C)OC(=O)CC(=O)c1cccc(-n2cncn2)c1. Product: CC(C)CNc1cc(NC(=O)OC(C)(C)C)c(NC(=O)CC(=O)c2cccc(-n3cncn3)c2)cc1C(F)(F)F. RXN SMILES: [C:1]([CH3:2])([CH3:3])([CH3:4])[O:5][C:6]([NH:7][c:8]1[c:9]([NH2:23])[cH:10][c:11]([C:19]([F:20])([F:21])[F:22])[c:12]([NH:14][CH2:15][CH:16]([CH3:17])[CH3:18])[cH:13]1)=[O:24].[C:25]([CH3:27])([CH3:28])([O:29][C:30](=[O:26])[CH2:31][C:32]([c:33]1[cH:34][c:35](-[n:39]2[n:40][cH:41][n:42][cH:43]2)[cH:36][cH:37][cH:38]1)=[O:44])[CH3:45]>>[C:1]([CH3:2])([CH3:3])([CH3:4])[O:5][C:6]([NH:7][c:8]1[c:9]([NH:23][C:30](=[O:29])[CH2:31][C:32]([c:33]2[cH:34][c:35](-[n:39]3[n:40][cH:41][n:42][cH:43]3)[cH:36][cH:37][cH:38]2)=[O:44])[cH:10][c:11]([C:19]([F:20])([F:21])[F:22])[c:12]([NH:14][CH2:15][CH:16]([CH3:17])[CH3:18])[cH:13]1)=[O:24].